This data is from the Open Reaction Database (ORD), a public repository of structured organic reaction records. The task is: describe an organic reaction: reactants, conditions, products, and yield Reactants: C(=O)([O-])[O-].[Na+].[Na+] (Na2CO3), C(C)(=O)OC1=CC=C(C=C1)C=CC1=NC2=CC=CC=C2C=C1 (2-(2-(4-acetoxyphenyl)ethenyl)quinoline), [NH4+].[OH-] (NH4OH). Solvent: CO (methanol). Reaction conditions: time 24 hour. Product: N1=C(C=CC2=CC=CC=C12)C=CC1=CC=C(C=C1)O (4-[2-(quinolin-2-yl)ethenyl]phenol). RXN SMILES: C([O:4][C:5]1[CH:10]=[CH:9][C:8]([CH:11]=[CH:12][C:13]2[CH:22]=[CH:21][C:20]3[C:15](=[CH:16][CH:17]=[CH:18][CH:19]=3)[N:14]=2)=[CH:7][CH:6]=1)(=O)C.C([O-])([O-])=O.[Na+].[Na+].[NH4+].[OH-]>CO>[N:14]1[C:15]2[C:20](=[CH:19][CH:18]=[CH:17][CH:16]=2)[CH:21]=[CH:22][C:13]=1[CH:12]=[CH:11][C:8]1[CH:7]=[CH:6][C:5]([OH:4])=[CH:10][CH:9]=1 |f:1.2.3,4.5|. Reported procedure: To a suspension of 28.2 g of 2-(2-(4-acetoxyphenyl)ethenyl)quinoline in 500 ml of methanol is added 2.58 g (0.25 equiv.) of Na2CO3. This is stirred for 24 hours at room temperature. To this reaction mixture is then added 200 ml of pH7 buffer (25% NH4OH) and the precipitate that forms is filtered off, washed with methanol and dried to give 4-[2-(quinolin-2-yl)ethenyl]phenol (M.P. 268°-270° C.). Starting materials: BrC=1C=C(C(=NC1)Cl)NS(=O)(=O)C1=CC=C(C=C1)OC (N-(5-bromo-2-chloropyridin-3-yl)-4-methoxybenzenesulfonamide), O1C2=C(OCC1)C=C(C=C2)B(O)O (2,3-dihydrobenzo[b][1,4]dioxin-6-ylboronic acid), C([O-])([O-])=O.[Na+].[Na+] (sodium carbonate). The reagents and catalysts are C=1C=CC(=CC1)[P](C=2C=CC=CC2)(C=3C=CC=CC3)[Pd]([P](C=4C=CC=CC4)(C=5C=CC=CC5)C=6C=CC=CC6)([P](C=7C=CC=CC7)(C=8C=CC=CC8)C=9C=CC=CC9)[P](C=1C=CC=CC1)(C=1C=CC=CC1)C=1C=CC=CC1 (Pd(PPh3)4). Solvent: CCO (EtOH). Conditions: temperature 85 celsius, time 1.5 hour. Yields the product ClC1=NC=C(C=C1NS(=O)(=O)C1=CC=C(C=C1)OC)C1=CC2=C(OCCO2)C=C1 (N-(2-Chloro-5-(2,3-dihydrobenzo[b][1,4]dioxin-6-yl)pyridin-3-yl)-4-methoxybenzenesulfonamide). RXN SMILES: Br[C:2]1[CH:3]=[C:4]([NH:9][S:10]([C:13]2[CH:18]=[CH:17][C:16]([O:19][CH3:20])=[CH:15][CH:14]=2)(=[O:12])=[O:11])[C:5]([Cl:8])=[N:6][CH:7]=1.[O:21]1[CH2:26][CH2:25][O:24][C:23]2[CH:27]=[C:28](B(O)O)[CH:29]=[CH:30][C:22]1=2.C(=O)([O-])[O-].[Na+].[Na+]>CCO.C1C=CC([P]([Pd]([P](C2C=CC=CC=2)(C2C=CC=CC=2)C2C=CC=CC=2)([P](C2C=CC=CC=2)(C2C=CC=CC=2)C2C=CC=CC=2)[P](C2C=CC=CC=2)(C2C=CC=CC=2)C2C=CC=CC=2)(C2C=CC=CC=2)C2C=CC=CC=2)=CC=1>[Cl:8][C:5]1[C:4]([NH:9][S:10]([C:13]2[CH:18]=[CH:17][C:16]([O:19][CH3:20])=[CH:15][CH:14]=2)(=[O:12])=[O:11])=[CH:3][C:2]([C:28]2[CH:29]=[CH:30][C:22]3[O:21][CH2:26][CH2:25][O:24][C:23]=3[CH:27]=2)=[CH:7][N:6]=1 |f:2.3.4,^1:46,48,67,86|. Procedure details: A 15 mL sealed pressure tube was charged with N-(5-bromo-2-chloropyridin-3-yl)-4-methoxybenzenesulfonamide (190 mg, 0.503 mmol), 2,3-dihydrobenzo[b][1,4]dioxin-6-ylboronic acid (100 mg, 0.553 mmol) in EtOH (1.5 ml). Pd(PPh3)4 (29 mg, 0.025 mmol) was added, followed by sodium carbonate (2M, 0.629 mL). The tube was purged with argon, backfilled with argon, sealed and stirred at 85° C. for 1.5 hours. The crude was partitioned between water and methylene chloride and extracted with methylene chlorid... Reactants: COc1cc(C(=O)CBr)ccc1[N+](=O)[O-], CC(C)(C)OC(=O)Nc1ccncc1, CC#N, CC(C)=O. Product: [Br-], COc1cc(C(=O)C[n+]2ccc(NC(=O)OC(C)(C)C)cc2)ccc1[N+](=O)[O-]. RXN SMILES: [Br:1][CH2:2][C:3](=[O:4])[c:5]1[cH:6][c:7]([O:14][CH3:15])[c:8]([N+:11](=[O:12])[O-:13])[cH:9][cH:10]1.[C:16]([CH3:17])([CH3:18])([CH3:19])[O:20][C:21](=[O:22])[NH:23][c:24]1[cH:25][cH:26][n:27][cH:28][cH:29]1.[CH3:30][C:31]#[N:32].[CH3:33][C:34](=[O:35])[CH3:36]>>[Br-:1].[CH2:2]([C:3](=[O:4])[c:5]1[cH:6][c:7]([O:14][CH3:15])[c:8]([N+:11](=[O:12])[O-:13])[cH:9][cH:10]1)[n+:27]1[cH:26][cH:25][c:24]([NH:23][C:21]([O:20][C:16]([CH3:17])([CH3:18])[CH3:19])=[O:22])[cH:29][cH:28]1. The reactants are C(C)(C)N1CC(C1)OCC1=CC=CC=C1 (1-(iso-propyl)-3-benzyloxyazetidine), C1(=CC=CC=C1)O (phenol), [OH-].[K+] (potassium hydroxide). Solvent: CCOCC (ether). Run at temperature 180 celsius. Yields the product O(C1=CC=CC=C1)CC(CNC(C)C)OCC1=CC=CC=C1 (1-phenoxy-2-benzyloxy-3-(iso-propylamino)-propane). Isolated yield 85.0%. Reaction SMILES: [CH:1]([N:4]1[CH2:7][CH:6]([O:8][CH2:9][C:10]2[CH:15]=[CH:14][CH:13]=[CH:12][CH:11]=2)[CH2:5]1)([CH3:3])[CH3:2].[C:16]1([OH:22])[CH:21]=[CH:20][CH:19]=[CH:18][CH:17]=1.[OH-].[K+]>CCOCC>[O:22]([CH2:5][CH:6]([O:8][CH2:9][C:10]1[CH:15]=[CH:14][CH:13]=[CH:12][CH:11]=1)[CH2:7][NH:4][CH:1]([CH3:2])[CH3:3])[C:16]1[CH:21]=[CH:20][CH:19]=[CH:18][CH:17]=1 |f:2.3|. Reported procedure: To a mixture of 6.2 parts of 1-(iso-propyl)-3-benzyloxyazetidine and 28 parts of phenol 1.5 parts of potassium hydroxide was added, and the mixture was heated at 180° C. for 6 hours. The reaction mixture was cooled and 100 parts of ether were added thereto. The excessive phenol was extracted with 2N-sodium hydroxide aqueous solution and removed. The remaining ether layer was washed in water and dried over anhydrous sodium sulfate. After distillation of ether, the residue was successively subject... Reactants: BrCc1ccc(Br)cc1, [K+], [K+], CC(C)(C)OC(=O)N1CCNCC1, O=C([O-])[O-], CN(C)C=O. The product is CC(C)(C)OC(=O)N1CCN(Cc2ccc(Br)cc2)CC1. RXN SMILES: [Br:1][c:2]1[cH:3][cH:4][c:5]([CH2:8][Br:9])[cH:6][cH:7]1.[K+:23].[K+:24].[N:10]1([C:16](=[O:17])[O:18][C:19]([CH3:20])([CH3:21])[CH3:22])[CH2:11][CH2:12][NH:13][CH2:14][CH2:15]1.[O-:25][C:26]([O-:27])=[O:28].[O:29]=[CH:30][N:31]([CH3:32])[CH3:33]>>[Br:1][c:2]1[cH:3][cH:4][c:5]([CH2:8][N:13]2[CH2:12][CH2:11][N:10]([C:16](=[O:17])[O:18][C:19]([CH3:20])([CH3:21])[CH3:22])[CH2:15][CH2:14]2)[cH:6][cH:7]1. The reactants are C(C)OCC1=NN2C(NC(C=C2C2=CC=C(C=C2)F)=O)=C1C1=CC=C(C=C1)C (2-(Ethoxymethyl)-7-(4-fluorophenyl)-3-(4-methylphenyl)pyrazolo[1,5-a]pyrimidin-5(4H)-one), O=P(Cl)(Cl)Cl (POCl3), N1=CC=CC=C1 (pyridine). Yields the product ClC1=NC=2N(C(=C1)C1=CC=C(C=C1)F)N=C(C2C2=CC=C(C=C2)C)COCC (5-chloro-2-(ethoxymethyl)-7-(4-fluorophenyl)-3-(4-methylphenyl)pyrazolo[1,5-a]pyrimidine). As a reaction SMILES: [CH2:1]([O:3][CH2:4][C:5]1[C:21]([C:22]2[CH:27]=[CH:26][C:25]([CH3:28])=[CH:24][CH:23]=2)=[C:8]2[NH:9][C:10](=O)[CH:11]=[C:12]([C:13]3[CH:18]=[CH:17][C:16]([F:19])=[CH:15][CH:14]=3)[N:7]2[N:6]=1)[CH3:2].N1C=CC=CC=1.O=P(Cl)(Cl)[Cl:37]>>[Cl:37][C:10]1[CH:11]=[C:12]([C:13]2[CH:18]=[CH:17][C:16]([F:19])=[CH:15][CH:14]=2)[N:7]2[N:6]=[C:5]([CH2:4][O:3][CH2:1][CH3:2])[C:21]([C:22]3[CH:27]=[CH:26][C:25]([CH3:28])=[CH:24][CH:23]=3)=[C:8]2[N:9]=1. Reported procedure: 2-(Ethoxymethyl)-7-(4-fluorophenyl)-3-(4-methylphenyl)pyrazolo[1,5-a]pyrimidin-5(4H)-one (132 mg) is dissolved in POCl3 (15 mL) and pyridine (0.2 mL) and stirred overnight while heating. After cooling to room temperature, the reaction solvent is removed by distillation under reduced pressure. The remainder is extracted with ethyl acetate and water. The extracted organic layer is washed with 1 M NaHCO3 aqueous solution and brine and dehydrated with anhydrous MgSO4. The dehydrated organic layer is... The reactants are CC(C)(C)OC(=O)C(C)(C)Br, Sc1ccc(Br)cc1, CCCCCC, CCO, [K+], [OH-]. Product: CC(C)(C)OC(=O)C(C)(C)Sc1ccc(Br)cc1. RXN SMILES: [Br:11][C:12]([C:13](=[O:14])[O:15][C:16]([CH3:17])([CH3:18])[CH3:19])([CH3:20])[CH3:21].[Br:1][c:2]1[cH:3][cH:4][c:5]([SH:8])[cH:6][cH:7]1.[CH3:22][CH2:23][CH2:24][CH2:25][CH2:26][CH3:27].[CH3:28][CH2:29][OH:30].[K+:10].[OH-:9]>>[Br:1][c:2]1[cH:3][cH:4][c:5]([S:8][C:12]([C:13](=[O:14])[O:15][C:16]([CH3:17])([CH3:18])[CH3:19])([CH3:20])[CH3:21])[cH:6][cH:7]1. Reactants: CN(C1=CC=C(C=O)C=C1)C (4-dimethylaminobenzaldehyde), NC(=O)N (urea), CN(C1=CC=CC=C1)C (N,N-dimethylaniline), CN(C=1C=C(C(=O)O)C=CC1)C (3-dimethylaminobenzoic acid), S(O)(O)(=O)=O (sulfuric acid). Solvent: O (water), O (water). The product is CN(C1=CC=C(C=C1)C(C1=C(C(=O)O)C=C(C=C1)N(C)C)C1=CC=C(C=C1)N(C)C)C (2-[bis(4-dimethylaminophenyl)methyl]-5-dimethylaminobenzoic acid). Isolated yield 9.8%. RXN SMILES: [CH3:1][N:2]([CH3:11])[C:3]1[CH:10]=[CH:9][C:6]([CH:7]=O)=[CH:5][CH:4]=1.NC(N)=O.[CH3:16][N:17]([CH3:24])[C:18]1[CH:23]=[CH:22][CH:21]=[CH:20][CH:19]=1.[CH3:25][N:26]([CH3:36])[C:27]1[CH:28]=[C:29]([CH:33]=[CH:34][CH:35]=1)[C:30]([OH:32])=[O:31].S(=O)(=O)(O)O>O>[CH3:1][N:2]([CH3:11])[C:3]1[CH:10]=[CH:9][C:6]([CH:7]([C:21]2[CH:22]=[CH:23][C:18]([N:17]([CH3:24])[CH3:16])=[CH:19][CH:20]=2)[C:33]2[CH:34]=[CH:35][C:27]([N:26]([CH3:36])[CH3:25])=[CH:28][C:29]=2[C:30]([OH:32])=[O:31])=[CH:5][CH:4]=1. Reported procedure: A mixture of 38.0 ml of water, 17.4 g (0.1 mole) of 85.5 percent 4-dimethylaminobenzaldehyde, 6.0 g (0.1 mole) of urea, 12.6 g (0.1 mole) of N,N-dimethylaniline, 18.2 g (0.11 mole) of 3-dimethylaminobenzoic acid and 14.6 ml (0.273 mole) of concentrated sulfuric acid was maintained at a temperature in the range of 90° to 95° C. for approximately two and one-half hours with stirring. Slowly, 240.0 ml of water was added to the reaction mixture and the resulting mixture was stirred for approximately... Starting materials: water ice, FC=1C=C2C(=C(C=NC2=CC1N1C=CC=C1)C(=O)OCC)O (ethyl 6-fluoro-7-(pyrrol-1-yl)-4-hydroxyquinoline-3-carboxylate), C([O-])([O-])=O.[K+].[K+] (potassium carbonate), [N+](=O)([O-])C1=C(C=CC(=C1)[N+](=O)[O-])NO (2,4-dinitrophenylhydroxylamine). The solvent is CN(C=O)C (dimethylformamide). Run at temperature 60 celsius, time 24 hour. The product is FC=1C=C2C(C(=CN(C2=CC1N1C=CC=C1)N)C(=O)OCC)=O (ethyl 6-fluoro-7-(pyrrol-1-yl)-1-amino-4-oxo-1,4-dihydroquinoline-3-carboxylate). The yield is 23.8%. RXN SMILES: [F:1][C:2]1[CH:3]=[C:4]2[C:9](=[CH:10][C:11]=1[N:12]1[CH:16]=[CH:15][CH:14]=[CH:13]1)[N:8]=[CH:7][C:6]([C:17]([O:19][CH2:20][CH3:21])=[O:18])=[C:5]2[OH:22].C(=O)([O-])[O-].[K+].[K+].[N+:29](C1C=C([N+]([O-])=O)C=CC=1NO)([O-])=O>CN(C)C=O>[F:1][C:2]1[CH:3]=[C:4]2[C:9](=[CH:10][C:11]=1[N:12]1[CH:16]=[CH:15][CH:14]=[CH:13]1)[N:8]([NH2:29])[CH:7]=[C:6]([C:17]([O:19][CH2:20][CH3:21])=[O:18])[C:5]2=[O:22] |f:1.2.3|. Procedure details: A mixture of 6 g (0.02 mol) of ethyl 6-fluoro-7-(pyrrol-1-yl)-4-hydroxyquinoline-3-carboxylate and 5.6 g (0.04 mol) of potassium carbonate in 80 ml of dimethylformamide is heated for 30 minutes at 60° C. and left to cool, 8.5 g (0.042 mol) of 2,4-dinitrophenylhydroxylamine are added, the mixture is kept for 24 hours at room temperature and poured into 200 ml of a water/ice mixture, and the precipitate formed is filtered off, washed with water, dried in a desiccator and recrystallized from dimeth...